This data is from the Open Reaction Database (ORD), a public repository of structured organic reaction records. The task is: describe an organic reaction: reactants, conditions, products, and yield The reactants are Cl.ClCC=1N=C(SC1)C(C)C (4-(chloromethyl)-2-isopropylthiazole hydrochloride), C1(CC1)N (cyclopropylamine). The solvent is C(Cl)(Cl)Cl (chloroform). Reaction conditions: time 16 hour. The product is C(C)(C)C=1SC=C(N1)CNC1CC1 (2-Isopropyl-4-(((N-cyclopropyl)amino)methyl)thiazole). Isolated yield 19.0%. As a reaction SMILES: Cl.Cl[CH2:3][C:4]1[N:5]=[C:6]([CH:9]([CH3:11])[CH3:10])[S:7][CH:8]=1.[CH:12]1([NH2:15])[CH2:14][CH2:13]1>C(Cl)(Cl)Cl>[CH:9]([C:6]1[S:7][CH:8]=[C:4]([CH2:3][NH:15][CH:12]2[CH2:14][CH2:13]2)[N:5]=1)([CH3:11])[CH3:10] |f:0.1|. Procedure details: A solution of 1.8 g (10.2 mmol) of 4-(chloromethyl)-2-isopropylthiazole hydrochloride in 10 ml of chloroform was added dropwise with stirring to 10 ml of cyclopropylamine. The resulting solution was stirred at ambient temperature for 16 h, concentrated in vacuo, and purified by silica gel chromatography using 5% methanol in chloroform to provide 0.39 g (19%) of the desired compound. 1H NMR (DMSO-d6) δ0.24 (m, 2H), 0.35 (m, 2H),1.30 (d, J=7 Hz, 6H), 2.10 (tt, J=12, 3 Hz, 1H), 3.23 (heptet, J=7 Hz... The reactants are BrC(CC(C(=O)N(C)C)(C1=CC=CC=C1)C1=CC=CC=C1)C (α-(2-bromopropyl)-N,N-dimethyl-α-phenylbenzeneacetamide), NC1=CC(=C(C(=O)N[C@@H]2[C@@H](CNCC2)OC)C=C1Cl)OC (cis-4-amino-5-chloro-2-methoxy-N-(3-methoxy-4-piperidinyl)benzamide), C([O-])([O-])=O.[Na+].[Na+] (sodium carbonate), [I-].[K+] (potassium iodide). Run in O (water), O (Water), CC(CC(C)=O)C (4-methyl-2-pentanone). Reaction conditions: time 2.5 hour. The product is NC1=CC(=C(C(=O)N[C@@H]2[C@@H](CN(CC2)C(CC(C(=O)N(C)C)(C2=CC=CC=C2)C2=CC=CC=C2)C)OC)C=C1Cl)OC (cis-4-[(4-amino-5-chloro-2-methoxybenzoyl)amino]-3-methoxy-N,N,γ-trimethyl-α,α-diphenyl-1-piperidinebutanamide). Yield: 31.8%. Reaction SMILES: [NH2:1][C:2]1[C:18]([Cl:19])=[CH:17][C:5]([C:6]([NH:8][C@H:9]2[CH2:14][CH2:13][NH:12][CH2:11][C@H:10]2[O:15][CH3:16])=[O:7])=[C:4]([O:20][CH3:21])[CH:3]=1.C(=O)([O-])[O-].[Na+].[Na+].[I-].[K+].Br[CH:31]([CH3:51])[CH2:32][C:33]([C:45]1[CH:50]=[CH:49][CH:48]=[CH:47][CH:46]=1)([C:39]1[CH:44]=[CH:43][CH:42]=[CH:41][CH:40]=1)[C:34]([N:36]([CH3:38])[CH3:37])=[O:35]>O.CC(C)CC(=O)C>[NH2:1][C:2]1[C:18]([Cl:19])=[CH:17][C:5]([C:6]([NH:8][C@H:9]2[CH2:14][CH2:13][N:12]([CH:31]([CH3:51])[CH2:32][C:33]([C:45]3[CH:46]=[CH:47][CH:48]=[CH:49][CH:50]=3)([C:39]3[CH:40]=[CH:41][CH:42]=[CH:43][CH:44]=3)[C:34]([N:36]([CH3:37])[CH3:38])=[O:35])[CH2:11][C@H:10]2[O:15][CH3:16])=[O:7])=[C:4]([O:20][CH3:21])[CH:3]=1 |f:1.2.3,4.5|. Procedure details: 4.71 parts of cis-4-amino-5-chloro-2-methoxy-N-(3-methoxy-4-piperidinyl)benzamide, 3.66 parts of sodium carbonate, 0.1 parts of potassium iodide and 120 parts of 4-methyl-2-pentanone was stirred and refluxed for 15 minutes using a water separator. 6 parts of α-(2-bromopropyl)-N,N-dimethyl-α-phenylbenzeneacetamide were added and stirring was continued for 2.5 hours at reflux. Water was added. The organic layer was separated, washed with a sodium chloride solution, dried, filtered and evaporated. ... Reported procedure: 5-(4,4-Dimethyl-2-oxo-1,4,dihydro-2H-3,1-benzoxazin-6-yl)-1H-pyrrol-2-carbonitrile (0.74 g, 2.8 mmol) and propargylbromide (0.5 g, 4.2 mmol) were reacted, according to General Method A, to afford the title compound, m.p. 222-224° C. (0.13 g, 15%). 1H-NMR (DMSO-d6) δ 1.65 (s, 6H), 3.64 (t, J=2.3 Hz, 1H), 4.85 (d, J=2.3 Hz, 2H), 6.37 (d, J=4 Hz, 1H), 7.01 (d, J=8.2 Hz, 1H), 7.11 (d, J=4 Hz, 1H), 7.43 (m, 2H), 10.45 (s, 1H), MS (APCI (−)) m/z 304 (M−H)− As a reaction SMILES: [CH3:1][C:2]1([CH3:20])[C:7]2[CH:8]=[C:9]([C:12]3[NH:16][C:15]([C:17]#[N:18])=[CH:14][CH:13]=3)[CH:10]=[CH:11][C:6]=2[NH:5][C:4](=[O:19])[O:3]1.[CH2:21](Br)[C:22]#[CH:23]>>[CH3:1][C:2]1([CH3:20])[C:7]2[CH:8]=[C:9]([C:12]3[N:16]([CH2:23][C:22]#[CH:21])[C:15]([C:17]#[N:18])=[CH:14][CH:13]=3)[CH:10]=[CH:11][C:6]=2[NH:5][C:4](=[O:19])[O:3]1. Yields the product CC1(OC(NC2=C1C=C(C=C2)C2=CC=C(N2CC#C)C#N)=O)C (5-(4,4-dimethyl-2-oxo-1,4-Dihydro-2H-3,1-benzoxazin-6-yl)-1-prop-2-ynyl-1H-pyrrole-2-carbonitrile). The reactants are CC1(OC(NC2=C1C=C(C=C2)C2=CC=C(N2)C#N)=O)C (5-(4,4-Dimethyl-2-oxo-1,4,dihydro-2H-3,1-benzoxazin-6-yl)-1H-pyrrol-2-carbonitrile), C(C#C)Br (propargylbromide). Starting materials: CI, COc1ccc(C2=NC(C(=O)OC(C)C)CS2)c(OC)c1, ClCCl, [K+], [OH-]. The product is COc1ccc(C2=NC(C)(C(=O)OC(C)C)CS2)c(OC)c1. RXN SMILES: [CH3:24][I:25].[CH:1]([CH3:2])([CH3:3])[O:4][C:5](=[O:6])[CH:7]1[N:8]=[C:9]([c:12]2[c:13]([O:20][CH3:21])[cH:14][c:15]([O:18][CH3:19])[cH:16][cH:17]2)[S:10][CH2:11]1.[Cl:26][CH2:27][Cl:28].[K+:23].[OH-:22]>>[CH:1]([CH3:2])([CH3:3])[O:4][C:5](=[O:6])[C:7]1([CH3:24])[N:8]=[C:9]([c:12]2[c:13]([O:20][CH3:21])[cH:14][c:15]([O:18][CH3:19])[cH:16][cH:17]2)[S:10][CH2:11]1. Reactants: FC(C=1C=C(CN(C(=O)C2=NC(=NC=C2C2=CC=CC=C2)S(=O)(=O)C)C)C=C(C1)C(F)(F)F)(F)F (2-methanesulfonyl-5-phenyl-pyrimidine-4-carboxylic acid (3,5-bis-trifluoromethyl-benzyl)-methyl-amide), O1CCOCC1.O (dioxan H2O), Cl (HCl). Conditions: time 3 hour. The product is FC(C=1C=C(CN(C(=O)C2=NC(=NC=C2C2=CC=CC=C2)O)C)C=C(C1)C(F)(F)F)(F)F (2-hydroxy-5-phenyl-pyrimidine-4-carboxylic acid (3,5-bis-trifluoromethyl-benzyl)-methyl-amide). Yield: 75.0%. As a reaction SMILES: [F:1][C:2]([F:35])([F:34])[C:3]1[CH:4]=[C:5]([CH:27]=[C:28]([C:30]([F:33])([F:32])[F:31])[CH:29]=1)[CH2:6][N:7]([CH3:26])[C:8]([C:10]1[C:15]([C:16]2[CH:21]=[CH:20][CH:19]=[CH:18][CH:17]=2)=[CH:14][N:13]=[C:12](S(C)(=O)=O)[N:11]=1)=[O:9].Cl.[O:37]1CCOCC1.O>>[F:1][C:2]([F:35])([F:34])[C:3]1[CH:4]=[C:5]([CH:27]=[C:28]([C:30]([F:33])([F:32])[F:31])[CH:29]=1)[CH2:6][N:7]([CH3:26])[C:8]([C:10]1[C:15]([C:16]2[CH:21]=[CH:20][CH:19]=[CH:18][CH:17]=2)=[CH:14][N:13]=[C:12]([OH:37])[N:11]=1)=[O:9] |f:2.3|. Procedure details: To a solution of 0.3 g (0.58 mmol) 2-methanesulfonyl-5-phenyl-pyrimidine-4-carboxylic acid (3,5-bis-trifluoromethyl-benzyl)-methyl-amide in 10 ml dioxan/H2O 5 ml 2N NaOH solution was added. The reaction mixture was stirred for 3 hrs. The pH of the reaction solution was than adjusted to 4 with 25% HCl. The aqueous layer was extracted three times with 50 ml CH2Cl2, the combined organic layers dried (MgSO4), filtered and evaporated. The residue was purified by chromatography (SiO2, CH2Cl2/methanol ...